describe an organic reaction: reactants, conditions, products, and yield From a dataset of the Open Reaction Database (ORD), a public repository of structured organic reaction records. Reactants: O1COC2=C1C=CC(=C2)B(O)O (1,3-benzodioxole-5-boronic acid), BrC1=CC2=NC=CC(=C2S1)NC=1C=C2C=C(NC2=CC1)C ((2-bromothieno[3,2-b]pyridin-7-yl)-(2-methyl-1H-indol-5-yl)-amine). Yields the product O1COC2=C1C=CC(=C2)C2=CC1=NC=CC(=C1S2)NC=2C=C1C=C(NC1=CC2)C ((2-Benzo[1,3]dioxol-5-yl-thieno[3,2-b]pyridin-7-yl)-(2-methyl-1H-indol-5-yl)-amine). Reaction SMILES: [O:1]1[C:5]2[CH:6]=[CH:7][C:8](B(O)O)=[CH:9][C:4]=2[O:3][CH2:2]1.Br[C:14]1[S:22][C:21]2[C:16](=[N:17][CH:18]=[CH:19][C:20]=2[NH:23][C:24]2[CH:25]=[C:26]3[C:30](=[CH:31][CH:32]=2)[NH:29][C:28]([CH3:33])=[CH:27]3)[CH:15]=1>>[O:1]1[C:5]2[CH:6]=[CH:7][C:8]([C:14]3[S:22][C:21]4[C:16](=[N:17][CH:18]=[CH:19][C:20]=4[NH:23][C:24]4[CH:25]=[C:26]5[C:30](=[CH:31][CH:32]=4)[NH:29][C:28]([CH3:33])=[CH:27]5)[CH:15]=3)=[CH:9][C:4]=2[O:3][CH2:2]1. Reported procedure: The title compound was prepared from 1,3-benzodioxole-5-boronic acid and (2-bromothieno[3,2-b]pyridin-7-yl)-(2-methyl-1H-indol-5-yl)-amine by the procedure analogous to example 2 above. 1H NMR (400 MHz, CD3OD) δ8.00 (d, 1H), 7.38 (s, 1H), 7.26 (m, 2H), 7.13 (m, 2H), 6.93 (d, 1H), 6.77 (d, 1H), 6.52 (d, 1H), 6.08 (s, 1h), 5.92 (s, 2H), 2.39 (s, 3H); RP18-HPLC RT: 6.09 minutes; API MS: 400 (M+1). Reactants: C(C)(C)(C)OC(COC1=C(C=C(C=C1)Cl)C#C)=O (tert-butyl(4-chloro-2-ethynylphenoxy)acetate), C(C)(C)(C)OC(COC1=C(C=C(C=C1)Cl)C#C)=O (tert-butyl(4-chloro-2-ethynylphenoxy)acetate), solution, Cl (HCl). Procedure details: A solution of (4-chloro-2-ethynyl-phenoxy)-acetic acid tert-butyl ester (Intermediate 3; 500 mg; 1.87 mmol) in MeOH (10 ml) was treated with an 1.25 N solution of HCl in methanol (1.5 ml). The solution was heated at 60° C. for 24 hours. The solvents were removed under reduced pressure to give the title compound as an oil which solidifies upon standing (445 mg, quantitative yield). Yields the product ClC1=CC(=C(OCC(=O)OC)C=C1)C#C (methyl (4-chloro-2-ethynylphenoxy)acetate). Conditions: temperature 60 celsius. Reaction SMILES: [C:1]([O:5][C:6](=[O:18])[CH2:7][O:8][C:9]1[CH:14]=[CH:13][C:12]([Cl:15])=[CH:11][C:10]=1[C:16]#[CH:17])(C)(C)C.Cl>CO>[Cl:15][C:12]1[CH:13]=[CH:14][C:9]([O:8][CH2:7][C:6]([O:5][CH3:1])=[O:18])=[C:10]([C:16]#[CH:17])[CH:11]=1. Run in CO (MeOH), CO (methanol). Reactants: CC(C)N1CCN(CC1)C1=C(C(=C(C=C1)[N+](=O)[O-])OC)C (1-(1-methylethyl)-4-[2-methyl-3-(methyloxy)-4-nitrophenyl]piperazine). The reagents and catalysts are [Ni] (Ni). Run in CO (MeOH). Reaction conditions: time 8 hour. Product: CC=1C(=C(N)C=CC1N1CCN(CC1)C(C)C)OC (3-methyl-4-[4-(1-methylethyl)-1-piperazinyl]-2-(methyloxy)aniline). Yield: 91.4%. Reaction SMILES: [CH3:1][CH:2]([N:4]1[CH2:9][CH2:8][N:7]([C:10]2[CH:15]=[CH:14][C:13]([N+:16]([O-])=O)=[C:12]([O:19][CH3:20])[C:11]=2[CH3:21])[CH2:6][CH2:5]1)[CH3:3]>CO.[Ni]>[CH3:21][C:11]1[C:12]([O:19][CH3:20])=[C:13]([CH:14]=[CH:15][C:10]=1[N:7]1[CH2:6][CH2:5][N:4]([CH:2]([CH3:3])[CH3:1])[CH2:9][CH2:8]1)[NH2:16]. Procedure: A mixture of 1-(1-methylethyl)-4-[2-methyl-3-(methyloxy)-4-nitrophenyl]piperazine (5.5 g, 18.7 mmol) and Raney Ni (2 g) in 200 mL of MeOH was stirred under an atmosphere of H2 overnight. The mixture was filtered and taken to a residue under reduced pressure to afford 3-methyl-4-[4-(1-methylethyl)-1-piperazinyl]-2-(methyloxy)aniline as a white solid (4.50 g, 91% yield). 1H NMR (400 MHz, CDCl3) δ ppm 1.10 (d, J=6.4 Hz, 6H), 2.24 (s, 3H), 2.73-2.67 (m, 5H), 2.89 (m, 4H), 3.63 (s, 2H), 3.73 (s, 3H),... Reactants: CC(C)(C)OC(=O)CON, [Na+], C1CCOC1, [OH-], O, O=C(O)C(=O)c1ccc2ccccc2c1, c1ccncc1. The product is CC(C)(C)OC(=O)CON=C(C(=O)O)c1ccc2ccccc2c1. As a reaction SMILES: [C:16]([CH3:17])([CH3:18])([CH3:19])[O:20][C:21](=[O:22])[CH2:23][O:24][NH2:25].[Na+:27].[O:35]1[CH2:36][CH2:37][CH2:38][CH2:39]1.[OH-:26].[OH2:28].[cH:1]1[c:2]([C:11]([C:12](=[O:13])[OH:14])=[O:15])[cH:3][cH:4][c:5]2[cH:6][cH:7][cH:8][cH:9][c:10]12.[cH:29]1[cH:30][cH:31][n:32][cH:33][cH:34]1>>[cH:1]1[c:2]([C:11]([C:12](=[O:13])[OH:14])=[N:25][O:24][CH2:23][C:21]([O:20][C:16]([CH3:17])([CH3:18])[CH3:19])=[O:22])[cH:3][cH:4][c:5]2[cH:6][cH:7][cH:8][cH:9][c:10]12.